describe an organic reaction: reactants, conditions, products, and yield From a dataset of the Open Reaction Database (ORD), a public repository of structured organic reaction records. Reactants: O (water), FC1=CC=C(C=C1)N1C(=NC=C1C(=O)O)S (1-(4-fluorophenyl)-2-mercapto-1H-imidazole-5-carboxylic acid), CNOC (N,O-dimethylhydroxylamine), C(C)N=C=NCCCN(C)C (1-ethyl-3-(3-dimethylaminopropyl) carbodiimide). The solvent is N1=CC=CC=C1 (pyridine). Product: FC1=CC=C(C=C1)N1C(=NC=C1C(=O)N(C)OC)S (1-(4-Fluorophenyl)-2-mercapto-N-methoxy-N-methyl-1H-imidazole-5-carboxamide). As a reaction SMILES: [F:1][C:2]1[CH:7]=[CH:6][C:5]([N:8]2[C:12]([C:13]([OH:15])=O)=[CH:11][N:10]=[C:9]2[SH:16])=[CH:4][CH:3]=1.[CH3:17][NH:18][O:19][CH3:20].C(N=C=NCCCN(C)C)C.O>N1C=CC=CC=1>[F:1][C:2]1[CH:3]=[CH:4][C:5]([N:8]2[C:12]([C:13]([N:18]([O:19][CH3:20])[CH3:17])=[O:15])=[CH:11][N:10]=[C:9]2[SH:16])=[CH:6][CH:7]=1. Procedure details: A solution of 1-(4-fluorophenyl)-2-mercapto-1H-imidazole-5-carboxylic acid (4) (2.2 g, 9.23 mmol), N,O-dimethylhydroxylamine (0.9 g, 9.23 mmol), and 1-ethyl-3-(3-dimethylaminopropyl) carbodiimide (EDCI) (1.77 g, 9.23 mmol) in pyridine was heated at 40° C. overnight. The reaction was cooled to room temperature, water was added and the solution was extracted with ethyl acetate. The combined organic layers were dried over sodium sulfate, filtered and concentrated in vacuo to yield 1-(4-fluorophenyl... Starting materials: CC(C)(C)OC(=O)NCCc1cccc(Br)c1, [Li]CCCC, CON(C)C(=O)c1cc(Cl)ccc1N, CCCCCC, CCOC(C)=O, C1CCOC1, O. Product: CC(C)(C)OC(=O)NCCc1cccc(C(=O)c2cc(Cl)ccc2N)c1. As a reaction SMILES: [C:1]([CH3:2])([CH3:3])([CH3:4])[O:5][C:6](=[O:7])[NH:8][CH2:9][CH2:10][c:11]1[cH:12][c:13]([Br:17])[cH:14][cH:15][cH:16]1.[CH2:38]([Li:39])[CH2:40][CH2:41][CH3:42].[CH3:18][N:19]([C:20]([c:21]1[c:22]([NH2:28])[cH:23][cH:24][c:25]([Cl:27])[cH:26]1)=[O:29])[O:30][CH3:31].[CH3:32][CH2:33][CH2:34][CH2:35][CH2:36][CH3:37].[CH3:48][CH2:49][O:50][C:51](=[O:52])[CH3:53].[O:43]1[CH2:44][CH2:45][CH2:46][CH2:47]1.[OH2:54]>>[C:1]([CH3:2])([CH3:3])([CH3:4])[O:5][C:6](=[O:7])[NH:8][CH2:9][CH2:10][c:11]1[cH:12][c:13]([C:20]([c:21]2[c:22]([NH2:28])[cH:23][cH:24][c:25]([Cl:27])[cH:26]2)=[O:29])[cH:14][cH:15][cH:16]1. The reactants are CCO, Nc1ccc(C(F)(F)F)cc1[N+](=O)[O-], [Sn]. The product is Nc1ccc(C(F)(F)F)cc1N. RXN SMILES: [CH3:16][CH2:17][OH:18].[N+:1]([O-:2])(=[O:3])[c:4]1[c:5]([NH2:14])[cH:6][cH:7][c:8]([C:10]([F:11])([F:12])[F:13])[cH:9]1.[Sn:15]>>[NH2:1][c:4]1[c:5]([NH2:14])[cH:6][cH:7][c:8]([C:10]([F:11])([F:12])[F:13])[cH:9]1. Run in C(C)#N (acetonitrile), C(C)#N (acetonitrile). The product is C(C)#N.C[C@@H]1[C@@H](C[C@@H](C(N1CC(F)(F)F)=O)NC(=O)C=1C=C2C(=NC1)C[C@@]1(C(NC3=NC=CC=C31)=O)C2)C2=C(C(=CC=C2F)F)F ((S)—N-((3S,5S,6R)-6-methyl-2-oxo-1-(2,2,2-trifluoroethyl)-5-(2,3,6-trifluorophenyl)piperidin-3-yl)-2′-oxo-1′,2′,5,7-tetrahydrospiro[cyclopenta[b]pyridine-6,3′-pyrrolo[2,3-b]pyridine]-3-carboxamide acetonitrile). The reactants are O.C[C@@H]1[C@@H](C[C@@H](C(N1CC(F)(F)F)=O)NC(=O)C=1C=C2C(=NC1)C[C@@]1(C(NC3=NC=CC=C31)=O)C2)C2=C(C(=CC=C2F)F)F ((S)—N-((3S,5S,6R)-6-methyl-2-oxo-1-(2,2,2-trifluoroethyl)-5-(2,3,6-trifluorophenyl)piperidin-3-yl)-2′-oxo-1′,2′,5,7-tetrahydrospiro[cyclopenta[b]pyridine-6,3′-pyrrolo[2,3-b]pyridine]-3-carboxamide monohydrate). As a reaction SMILES: O.[CH3:2][C@H:3]1[N:8]([CH2:9][C:10]([F:13])([F:12])[F:11])[C:7](=[O:14])[C@@H:6]([NH:15][C:16]([C:18]2[CH:19]=[C:20]3[CH2:35][C@@:25]4([C:33]5[C:28](=[N:29][CH:30]=[CH:31][CH:32]=5)[NH:27][C:26]4=[O:34])[CH2:24][C:21]3=[N:22][CH:23]=2)=[O:17])[CH2:5][C@H:4]1[C:36]1[C:41]([F:42])=[CH:40][CH:39]=[C:38]([F:43])[C:37]=1[F:44]>C(#N)C>[C:7](#[N:8])[CH3:6].[CH3:2][C@H:3]1[N:8]([CH2:9][C:10]([F:11])([F:12])[F:13])[C:7](=[O:14])[C@@H:6]([NH:15][C:16]([C:18]2[CH:19]=[C:20]3[CH2:35][C@@:25]4([C:33]5[C:28](=[N:29][CH:30]=[CH:31][CH:32]=5)[NH:27][C:26]4=[O:34])[CH2:24][C:21]3=[N:22][CH:23]=2)=[O:17])[CH2:5][C@H:4]1[C:36]1[C:41]([F:42])=[CH:40][CH:39]=[C:38]([F:43])[C:37]=1[F:44] |f:0.1,3.4|. Procedure details: (S)—N-((3S,5S,6R)-6-methyl-2-oxo-1-(2,2,2-trifluoroethyl)-5-(2,3,6-trifluorophenyl)piperidin-3-yl)-2′-oxo-1′,2′,5,7-tetrahydrospiro[cyclopenta[b]pyridine-6,3′-pyrrolo[2,3-b]pyridine]-3-carboxamide monohydrate was slurried in acetonitrile for 3 days yielding solids of an acetonitrile solvate.